This data is from the Open Reaction Database (ORD), a public repository of structured organic reaction records. The task is: describe an organic reaction: reactants, conditions, products, and yield The reactants are CC1(c2cccc([N+](=O)[O-])c2)C2CN(Cc3ccccc3)C(=O)C21, CCO, [Ca+2], [Cl-], [Cl-], [Fe], O. Product: CC1(c2cccc(N)c2)C2CN(Cc3ccccc3)C(=O)C21. RXN SMILES: [CH2:1]([c:2]1[cH:3][cH:4][cH:5][cH:6][cH:7]1)[N:8]1[C:9](=[O:24])[CH:10]2[C:11]([c:14]3[cH:15][c:16]([N+:20]([O-:21])=[O:22])[cH:17][cH:18][cH:19]3)([CH3:23])[CH:12]2[CH2:13]1.[CH3:29][CH2:30][OH:31].[Ca+2:28].[Cl-:26].[Cl-:27].[Fe:32].[OH2:25]>>[CH2:1]([c:2]1[cH:3][cH:4][cH:5][cH:6][cH:7]1)[N:8]1[C:9](=[O:24])[CH:10]2[C:11]([c:14]3[cH:15][c:16]([NH2:20])[cH:17][cH:18][cH:19]3)([CH3:23])[CH:12]2[CH2:13]1. RXN SMILES: Cl.Cl.[CH2:3]([N:7]1[CH2:12][CH2:11][NH:10][CH2:9][CH2:8]1)[CH:4]([CH3:6])[CH3:5]>[OH-].[Na+]>[CH2:3]([N:7]1[CH2:12][CH2:11][NH:10][CH2:9][CH2:8]1)[CH:4]([CH3:6])[CH3:5] |f:0.1.2,3.4|. The yield is 95.1%. Reported procedure: To 1-isobutylpiperazine dihydrochloride (69.5 g) was added 10% aqueous sodium hydroxide solution (100 ml) and then the resulting mixture was extracted with ether. After the extract was concentrated, the residue was distilled under reduced pressure (bp: 172° to 174° C./5 mmHg), thereby yielding 43.7 g of the aimed compound. Solvent: [OH-].[Na+] (sodium hydroxide). The product is C(C(C)C)N1CCNCC1 (1-isobutylpiperazine). Reactants: Cl.Cl.C(C(C)C)N1CCNCC1 (1-isobutylpiperazine dihydrochloride). Reactants: ICCI (1,2-diiodoethane), [Sm] (samarium), C(C)C1C(CC(C(C(OC(C2CCCCN2C(C(C2(C(CC(C(C(CC(CC(=C1)C)C)OC)O2)OC)C)O)=O)=O)=O)C(=CC2CC(C(CC2)C2=CC1=CC=CC=C1C=C2)OC)C)C)O)=O (17-ethyl-1,14-dihydroxy-12-[2'-(4"-(naphth-2-yl)-3"-methoxycyclohexyl)-1 '-methylvinyl]-23,25-dimethoxy-13,19,21,27-tetramethyl-11,28-dioxa-4-azatricyclo[22.3.1.04,9 ]octacos-18-ene-2,3,10,16-tetraone), C(=O)=O.CC(=O)C (dry ice acetone). The solvent is C1CCOC1 (THF), C1CCOC1 (THF), C1CCOC1.CO (THF CH3OH). Reaction conditions: temperature -78 celsius, time 1.5 hour. Yields the product C(C)C1C(CC(C(C(OC(C2CCCCN2C(C(C2(C(CC(C(C(CC(CC(=C1)C)C)OC)O2)OC)C)O)O)=O)=O)C(=CC2CC(C(CC2)C2=CC1=CC=CC=C1C=C2)OC)C)C)O)=O (17-ethyl-1,2,14-trihydroxy-12-[2'-(4"-(naphth-2-yl)-3"-methoxycyclohexyl)-1'-methylvinyl]-23,25-dimethoxy-13,19,21,27-tetramethyl-11,28-dioxa-4-azatricyclo[22.3.1.04,9 ]octacos-18-ene-3,10,16-trione). The yield is 22.3%. RXN SMILES: ICCI.[Sm].C(=O)=O.CC(C)=O.[CH2:13]([CH:15]1[CH:41]=[C:40]([CH3:42])[CH2:39][CH:38]([CH3:43])[CH2:37][CH:36]([O:44][CH3:45])[CH:35]2[O:46][C:31]([OH:50])([CH:32]([CH3:49])[CH2:33][CH:34]2[O:47][CH3:48])[C:30](=[O:51])[C:29](=[O:52])[N:28]2[CH:23]([CH2:24][CH2:25][CH2:26][CH2:27]2)[C:22](=[O:53])[O:21][CH:20]([C:54]([CH3:74])=[CH:55][CH:56]2[CH2:61][CH2:60][CH:59]([C:62]3[CH:71]=[CH:70][C:69]4[C:64](=[CH:65][CH:66]=[CH:67][CH:68]=4)[CH:63]=3)[CH:58]([O:72][CH3:73])[CH2:57]2)[CH:19]([CH3:75])[CH:18]([OH:76])[CH2:17][C:16]1=[O:77])[CH3:14]>C1COCC1.C1COCC1.CO>[CH2:13]([CH:15]1[CH:41]=[C:40]([CH3:42])[CH2:39][CH:38]([CH3:43])[CH2:37][CH:36]([O:44][CH3:45])[CH:35]2[O:46][C:31]([OH:50])([CH:32]([CH3:49])[CH2:33][CH:34]2[O:47][CH3:48])[CH:30]([OH:51])[C:29](=[O:52])[N:28]2[CH:23]([CH2:24][CH2:25][CH2:26][CH2:27]2)[C:22](=[O:53])[O:21][CH:20]([C:54]([CH3:74])=[CH:55][CH:56]2[CH2:61][CH2:60][CH:59]([C:62]3[CH:71]=[CH:70][C:69]4[C:64](=[CH:65][CH:66]=[CH:67][CH:68]=4)[CH:63]=3)[CH:58]([O:72][CH3:73])[CH2:57]2)[CH:19]([CH3:75])[CH:18]([OH:76])[CH2:17][C:16]1=[O:77])[CH3:14] |f:2.3,6.7|. Procedure details: A solution of 1,2-diiodoethane (42 mg, 0.15 mmol) in dry THF (1 mL) was added dropwise to a stirred mixture of samarium metal (46.5 mg, 0.31 mmol) in dry THF (1 mL) and stirred for 1.5 hours. The reaction mixture was then cooled to -78° C. (dry ice/acetone) and treated with a solution of 17-ethyl-1,14-dihydroxy-12-[2'-(4"-(naphth-2-yl)-3"-methoxycyclohexyl)-1 '-methylvinyl]-23,25-dimethoxy-13,19,21,27-tetramethyl-11,28-dioxa-4-azatricyclo[22.3.1.04,9 ]octacos-18-ene-2,3,10,16-tetraone (100 mg, 0... Starting materials: Cc1cc(F)c(F)c(F)c1, O=[N+]([O-])O, O=S(=O)(O)O. Yields the product Cc1cc(F)c(F)c(F)c1[N+](=O)[O-]. Reaction SMILES: [F:1][c:2]1[c:3]([F:10])[c:4]([F:9])[cH:5][c:6]([CH3:8])[cH:7]1.[OH:11][N+:12]([O-:13])=[O:14].[S:15](=[O:16])(=[O:17])([OH:18])[OH:19]>>[F:1][c:2]1[c:3]([F:10])[c:4]([F:9])[c:5]([N+:12](=[O:11])[O-:13])[c:6]([CH3:8])[cH:7]1. The solvent is C(Cl)(Cl)Cl (chloroform). Isolated yield 77.0%. Yields the product FC(F)(F)C=CCC=1C2C(C=CC1)O2 (m-trifluoromethylallylbenzene oxide). RXN SMILES: [F:1][C:2]([CH:5]=[CH:6][CH2:7][C:8]1[CH:9]=[CH:10][CH:11]=[CH:12][CH:13]=1)([F:4])[F:3].C1C(C(OO)=[O:21])=CC=CC=1.C(OOC(=O)C1C=CC=CC=1)(=O)C1C=CC=CC=1>C(Cl)(Cl)Cl>[F:1][C:2]([CH:5]=[CH:6][CH2:7][C:8]1[CH:13]2[O:21][CH:12]2[CH:11]=[CH:10][CH:9]=1)([F:3])[F:4]. Conditions: time 7 day. Starting materials: C1=CC=CC=C1C(=O)OO (perbenzoic acid), FC(F)(F)C=CCC=1C=CC=CC1 (m-trifluoromethylallylbenzene), C(C1=CC=CC=C1)(=O)OOC(C1=CC=CC=C1)=O (benzoyl peroxide). Procedure details: 7.4 g of m-trifluoromethylallylbenzene was added to chloroform solution containing perbenzoic acid prepared from 29.3 g of benzoyl peroxide and the mixture was allowed to stand at about 5° C for 7 days. After the completion of reaction, the resulting mixture was washed with sodium hydroxide solution, water, Mohr's salt solution, then water, and dried over anhydrous sodium sulfate. The solvent was evaporated and the concentrated was distilled under reduced pressure, there was obtained 6.2 g (yiel... Starting materials: ClC1=C(C=CC=C1)C(C1=C(C=CC(=C1)[N+](=O)[O-])N1C(=NN=C1CN1C(C=2C(C1=O)=CC=CC2)=O)CCN(C)C)=O (2'-chloro-5-nitro- 2-[3-[2-(dimethylamino)ethyl]-5-(phthalimidomethyl)-4H-1,2,4-triazol-4-yl]benzophenone), NN (hydrazine). Run in C(C)O (ethanol). The product is CN(CCC1=NN=C2N1C1=C(C(=NC2)C2=C(C=CC=C2)Cl)C=C(C=C1)[N+](=O)[O-])C (1-[2-(dimethylamino)ethyl]-8-nitro-6-(o-chlorophenyl)-4H-s-triazolo[4,3-a][1,4]benzodiazepine). RXN SMILES: [Cl:1][C:2]1[CH:7]=[CH:6][CH:5]=[CH:4][C:3]=1[C:8](=O)[C:9]1[CH:14]=[C:13]([N+:15]([O-:17])=[O:16])[CH:12]=[CH:11][C:10]=1[N:18]1[C:22]([CH2:23][N:24]2C(=O)C3=CC=CC=C3C2=O)=[N:21][N:20]=[C:19]1[CH2:35][CH2:36][N:37]([CH3:39])[CH3:38].NN>C(O)C>[CH3:39][N:37]([CH3:38])[CH2:36][CH2:35][C:19]1[N:18]2[C:10]3[CH:11]=[CH:12][C:13]([N+:15]([O-:17])=[O:16])=[CH:14][C:9]=3[C:8]([C:3]3[CH:4]=[CH:5][CH:6]=[CH:7][C:2]=3[Cl:1])=[N:24][CH2:23][C:22]2=[N:21][N:20]=1. Procedure: In the manner given in Example 1C, 2'-chloro-5-nitro- 2-[3-[2-(dimethylamino)ethyl]-5-(phthalimidomethyl)-4H-1,2,4-triazol-4-yl]benzophenone in ethanol is refluxed with hydrazine to give 1-[2-(dimethylamino)ethyl]-8-nitro-6-(o-chlorophenyl)-4H-s-triazolo[4,3-a][1,4]benzodiazepine. This compound is converted to its hydrochloride by treating it with ethereal hydrogen chloride.